Dataset: the Open Reaction Database (ORD), a public repository of structured organic reaction records. Task: describe an organic reaction: reactants, conditions, products, and yield Starting materials: CC1=CC2=C(N=CNC2=O)C=N1 (6Methyl-pyrido[3,4-d]pyrimid-4one), ClC1=CC=C2CCNC2=C1 (6-Chloroindoline), C1(=CC=CC=C1)P(C1=CC=CC=C1)C1=CC=CC=C1 (triphenylphosphine), C(Cl)(Cl)(Cl)Cl (carbon tetrachloride). The solvent is ClCCCl (1,2-dichloroethane). Conditions: temperature 60 celsius, time 18 hour. Product: ClC1=CC=C2CCN(C2=C1)C=1C2=C(N=CN1)C=NC(=C2)C (4-(6Chloro-2,3-dihydro-indol-1-yl)-6methyl-pyrido[3,4-d]pyrimidine). The yield is 30.0%. RXN SMILES: [CH3:1][C:2]1[N:12]=[CH:11][C:5]2[N:6]=[CH:7][NH:8][C:9](=O)[C:4]=2[CH:3]=1.C1(P(C2C=CC=CC=2)C2C=CC=CC=2)C=CC=CC=1.C(Cl)(Cl)(Cl)Cl.[Cl:37][C:38]1[CH:46]=[C:45]2[C:41]([CH2:42][CH2:43][NH:44]2)=[CH:40][CH:39]=1>ClCCCl>[Cl:37][C:38]1[CH:46]=[C:45]2[C:41]([CH2:42][CH2:43][N:44]2[C:9]2[C:4]3[CH:3]=[C:2]([CH3:1])[N:12]=[CH:11][C:5]=3[N:6]=[CH:7][N:8]=2)=[CH:40][CH:39]=1. Procedure: 6Methyl-pyrido[3,4-d]pyrimid-4one (200 mg, 1.24 mmol), polymer-supported triphenylphosphine (2.06 g of 3.0 mmol Pig resin, 6.20 mmol) and anhydrous carbon tetrachloride (1.20 mL, 12.40 mmol) were combined in 1,2-dichloroethane (6 mL). The mixture was heated to 60° C. under an atmosphere of dry N2(g) for 18 hours. 6-Chloroindoline (1.1 eq.) was added and heating was continued at 60° C. for another 18 hours. The triphenyphosphine-bearing resin was filtered off and washed several times with chlorof... Starting materials: CCN(C(C)C)C(C)C, CNCC=CCOCC1CCC(CN(C)S(=O)(=O)c2ccc(C(F)(F)F)cc2)CC1, CN(C)C=O, Cc1nccc(Cl)n1. Yields the product Cc1nccc(N(C)CC=CCOCC2CCC(CN(C)S(=O)(=O)c3ccc(C(F)(F)F)cc3)CC2)n1. RXN SMILES: [CH2:39]([N:40]([CH:41]([CH3:42])[CH3:43])[CH:44]([CH3:45])[CH3:46])[CH3:47].[CH3:1][N:2]([S:3](=[O:4])(=[O:5])[c:6]1[cH:7][cH:8][c:9]([C:12]([F:13])([F:14])[F:15])[cH:10][cH:11]1)[CH2:16][CH:17]1[CH2:18][CH2:19][CH:20]([CH2:23][O:24][CH2:25][CH:26]=[CH:27][CH2:28][NH:29][CH3:30])[CH2:21][CH2:22]1.[CH3:48][N:49]([CH3:50])[CH:51]=[O:52].[Cl:31][c:32]1[n:33][c:34]([CH3:38])[n:35][cH:36][cH:37]1>>[CH3:1][N:2]([S:3](=[O:4])(=[O:5])[c:6]1[cH:7][cH:8][c:9]([C:12]([F:13])([F:14])[F:15])[cH:10][cH:11]1)[CH2:16][CH:17]1[CH2:18][CH2:19][CH:20]([CH2:23][O:24][CH2:25][CH:26]=[CH:27][CH2:28][N:29]([CH3:30])[c:32]2[n:33][c:34]([CH3:38])[n:35][cH:36][cH:37]2)[CH2:21][CH2:22]1. Reactants: FC(C(C(=O)O)=C)(F)F (α-trifluoromethylacrylic acid), C(C1=CC=CC=C1)NC(=O)N (benzylurea). The solvent is CN(C)C=O (DMF). Conditions: temperature 90 celsius, time 28 hour. Yields the product C(C1=CC=CC=C1)NC(=O)NCC(C(F)(F)F)C(=O)O (1-benzyl-3-(2-hydroxycarbonyl-3,3,3-trifluoropropyl)urea). Isolated yield 75.8%. As a reaction SMILES: [F:1][C:2]([F:9])([F:8])[C:3](=[CH2:7])[C:4]([OH:6])=[O:5].[CH2:10]([NH:17][C:18]([NH2:20])=[O:19])[C:11]1[CH:16]=[CH:15][CH:14]=[CH:13][CH:12]=1>CN(C=O)C>[CH2:10]([NH:17][C:18]([NH:20][CH2:7][CH:3]([C:4]([OH:6])=[O:5])[C:2]([F:9])([F:8])[F:1])=[O:19])[C:11]1[CH:16]=[CH:15][CH:14]=[CH:13][CH:12]=1. Procedure: A mixture of α-trifluoromethylacrylic acid (700 mg; 5.0 mmole) and benzylurea (841 mg; 5.6 mmoles) in DMF (3 ml) was heated at 90° C. with stirring for 28 hours. DMF was evaporated under reduced pressure, and the residue was recrystallized from ethyl acetatechloroform to give 1.10 g (yield: 76%) of 1-benzyl-3-(2-hydroxycarbonyl-3,3,3-trifluoropropyl)urea. m.p.: 183°-183.5° C. Starting materials: CN1CCOCC1 (N-methylmorpholine), [N+](=O)([O-])C1=C(C(=O)O)C=CC(=C1)C(=O)O (Nitroterephthalic acid), C(C(=O)Cl)(=O)Cl (oxalyl chloride), C1CCOC1 (THF), acid chloride. Run in CN(C)C=O (DMF), C(Cl)Cl (methylene chloride). Run at time 8 hour. Yields the product C(C=C)OC(=O)C1=CC(=C(C(=O)O)C=C1)[N+](=O)[O-] (4-allyloxycarbonyl-2-nitrobenzoic acid). As a reaction SMILES: [N+:1]([C:4]1[CH:12]=[C:11]([C:13]([OH:15])=[O:14])[CH:10]=[CH:9][C:5]=1[C:6]([OH:8])=[O:7])([O-:3])=[O:2].[CH2:16]1[CH2:20]OC[CH2:17]1.C(Cl)(=O)C(Cl)=O.CN1CCOCC1>C(Cl)Cl.CN(C=O)C>[CH2:20]([O:14][C:13]([C:11]1[CH:10]=[CH:9][C:5]([C:6]([OH:8])=[O:7])=[C:4]([N+:1]([O-:3])=[O:2])[CH:12]=1)=[O:15])[CH:16]=[CH2:17]. Procedure: Nitroterephthalic acid (6.33 g) in methylene chloride 475 ml) and THF (15 ml) was converted to the mono acid chloride using oxalyl chloride (2.63 ml), DMF (2.55 ml) and N-methylmorpholine (7.95 ml) at −10° C. After 1 hour the solvents were removed and, without further purification, the product was dissolved in allyl alcohol (20 ml) and THF (10 ml) and stirred overnight at ambient temperature. The solvents were removed and the residue partitioned between EtOAc and aqueous NaHCO3. Acidification of... Starting materials: BrC=1C=C(C=CC1)N=C=O (3-bromo-phenyl isocyanate), C(C1=CC=CC=C1)N1CCCC2=CC(=CC=C12)O (1-benzyl-1, 2, 3, 4-tetrahydro-quinolin-6-ol), [H-].[Na+] (sodium hydride). Solvent: O1CCCC1 (tetrahydrofuran), O1CCCC1 (tetrahydrofuran). Run at time 20 minute. Yields the product C(C1=CC=CC=C1)N1CCCC2=CC(=CC=C12)OC(NC1=CC(=CC=C1)Br)=O ((3bromo-phenyl)-carbamic acid 1-benzyl-1, 2, 3, 4tetrahydro-quinolin-6-yl ester). As a reaction SMILES: [CH2:1]([N:8]1[C:17]2[C:12](=[CH:13][C:14]([OH:18])=[CH:15][CH:16]=2)[CH2:11][CH2:10][CH2:9]1)[C:2]1[CH:7]=[CH:6][CH:5]=[CH:4][CH:3]=1.[H-].[Na+].[Br:21][C:22]1[CH:23]=[C:24]([N:28]=[C:29]=[O:30])[CH:25]=[CH:26][CH:27]=1>O1CCCC1>[CH2:1]([N:8]1[C:17]2[C:12](=[CH:13][C:14]([O:18][C:29](=[O:30])[NH:28][C:24]3[CH:25]=[CH:26][CH:27]=[C:22]([Br:21])[CH:23]=3)=[CH:15][CH:16]=2)[CH2:11][CH2:10][CH2:9]1)[C:2]1[CH:3]=[CH:4][CH:5]=[CH:6][CH:7]=1 |f:1.2|. Reported procedure: A solution of 1-benzyl-1, 2, 3, 4-tetrahydro-quinolin-6-ol (0.239 g., 1 mmol) in dry tetrahydrofuran (5 ml) was added to a stirred suspension of sodium hydride (0.024 g. 1 mmol) in dry tetrahydrofuran (5 ml) at −10° C. during 5 min. The reaction mixture was stirred for 20 min. Then 3-bromo-phenyl isocyanate (0.237 g., 1.2 mmol) was added to the stirring reaction mixture. Stirring was continued for additional 2.5 hours during which the temperature was allowed to rise to room temperature (34° C.).... Starting materials: CC(=O)OCC1OC(n2cnc3c(=O)[nH]cnc32)C(OC(C)=O)C1OC(C)=O, ClCCl, CN(C)C=O. The product is CC(=O)OCC1OC(n2cnc3c(Cl)ncnc32)C(OC(C)=O)C1OC(C)=O. Reaction SMILES: [C:1]([CH3:2])(=[O:3])[O:4][CH:5]1[CH:6]([n:19]2[c:20]3[n:21][cH:22][nH:23][c:24](=[O:28])[c:25]3[n:26][cH:27]2)[O:7][CH:8]([CH2:14][O:15][C:16]([CH3:17])=[O:18])[CH:9]1[O:10][C:11]([CH3:12])=[O:13].[Cl:34][CH2:35][Cl:36].[O:29]=[CH:30][N:31]([CH3:32])[CH3:33]>>[C:1]([CH3:2])(=[O:3])[O:4][CH:5]1[CH:6]([n:19]2[c:20]3[n:21][cH:22][n:23][c:24]([Cl:34])[c:25]3[n:26][cH:27]2)[O:7][CH:8]([CH2:14][O:15][C:16]([CH3:17])=[O:18])[CH:9]1[O:10][C:11]([CH3:12])=[O:13]. The reactants are O=C(O)c1cc(I)ccc1Br, O=C(Cl)C(=O)Cl, ClCCl, CN(C)C=O. Product: OCc1cc(I)ccc1Br. As a reaction SMILES: [Br:7][c:8]1[c:9]([C:10](=[O:11])[OH:12])[cH:13][c:14]([I:17])[cH:15][cH:16]1.[Cl:1][C:2]([C:3]([Cl:4])=[O:5])=[O:6].[Cl:23][CH2:24][Cl:25].[O:18]=[CH:19][N:20]([CH3:21])[CH3:22]>>[Br:7][c:8]1[c:9]([CH2:10][OH:11])[cH:13][c:14]([I:17])[cH:15][cH:16]1. The solvent is C(C)(=O)OCC (ethyl acetate), C(C)O (ethanol). Isolated yield 30.3%. Reaction SMILES: C[O:2][C:3](=O)[CH2:4][C:5]1[C:6](=[O:18])[N:7]([C:12]2[CH:17]=[CH:16][CH:15]=[CH:14][CH:13]=2)[N:8]([CH3:11])[C:9]=1[CH3:10].[BH4-].[Na+]>C(O)C.C(OCC)(=O)C>[OH:2][CH2:3][CH2:4][C:5]1[C:6](=[O:18])[N:7]([C:12]2[CH:17]=[CH:16][CH:15]=[CH:14][CH:13]=2)[N:8]([CH3:11])[C:9]=1[CH3:10] |f:1.2|. Reaction conditions: time 1 hour. Reactants: CaCl2.2H2O, [BH4-].[Na+] (sodium borohydride), COC(CC=1C(N(N(C1C)C)C1=CC=CC=C1)=O)=O ((1,5-dimethyl-3-oxo-2-phenyl-2,3-dihydro-1H-pyrazol-4-yl)-acetic acid methyl ester). Reported procedure: To a cooled (0° C.) solution of (1,5-dimethyl-3-oxo-2-phenyl-2,3-dihydro-1H-pyrazol-4-yl)-acetic acid methyl ester (122 mg, 0.479 mmol) in ethanol (5 mL) were added CaCl2.2H2O (68.9 mg, 0.469 mmol) and sodium borohydride (37.4 mg, 0.937 mmol) and the resulting mixture was stirred at room temperature for 1 h. The reaction mixture was diluted with ethyl acetate, washed with water and brine, dried over MgSO4, filtered, and concentrated in vacuo. The residue was purified by silica gel column chromat... Product: OCCC=1C(N(N(C1C)C)C1=CC=CC=C1)=O (4-(2-hydroxy-ethyl)-1,5-dimethyl-2-phenyl-1,2-dihydro-pyrazol-3-one). Reactants: [N+](=O)([O-])C1=CC=C(C=C1)S(=O)(=O)N1CCN(CC1)C1=C(C=CC=C1)C (1-[(p-nitrophenyl)sulfonyl]-4-(o-methylphenyl)piperazine), [H][H] (hydrogen). The reagents and catalysts are [Pt]=O (platinum oxide). Solvent: C(Cl)(Cl)Cl (chloroform). The product is NC1=CC=C(C=C1)S(=O)(=O)N1CCN(CC1)C1=C(C=CC=C1)C (1-[(p-aminophenyl)-sulfonyl]-4-(o-methylphenyl)piperazine). Isolated yield 58.0%. As a reaction SMILES: [N+:1]([C:4]1[CH:9]=[CH:8][C:7]([S:10]([N:13]2[CH2:18][CH2:17][N:16]([C:19]3[CH:24]=[CH:23][CH:22]=[CH:21][C:20]=3[CH3:25])[CH2:15][CH2:14]2)(=[O:12])=[O:11])=[CH:6][CH:5]=1)([O-])=O.[H][H]>[Pt]=O.C(Cl)(Cl)Cl>[NH2:1][C:4]1[CH:9]=[CH:8][C:7]([S:10]([N:13]2[CH2:14][CH2:15][N:16]([C:19]3[CH:24]=[CH:23][CH:22]=[CH:21][C:20]=3[CH3:25])[CH2:17][CH2:18]2)(=[O:12])=[O:11])=[CH:6][CH:5]=1. Procedure details: A mixture of 5.00 g (0.0142 m) of 1-[(p-nitrophenyl)sulfonyl]-4-(o-methylphenyl)piperazine, 0.3 g of platinum oxide, and 150 ml of chloroform is shaken under pressure on a Parr hydrogenator until hydrogen uptake ceases (25 minutes). The catalyst is removed on a fine sintered glass funnel and the filtrate is taken to dryness. Crystallization from ethyl acetate/methylene chloride/Skellysolve® B hexanes gives 2.66 g (57%) of 1-[(p-aminophenyl)-sulfonyl]-4-(o-methylphenyl)piperazine.